Dataset: the Open Reaction Database (ORD), a public repository of structured organic reaction records. Task: describe an organic reaction: reactants, conditions, products, and yield Product: OC=1C=CC(=C(C1)C(=O)N1CCC(CC1)N1N=C(C(C1=O)(C)C)C=1C=C(C2=C(CC(O2)(C)C)C1)OC)C (2-{1-[(5-Hydroxy-2-methylphenyl)carbonyl]piperidin-4-yl}-5-(7-methoxy-2,2-dimethyl-2,3-dihydro-1-benzofuran-5-yl)-4,4-dimethyl-2,4-dihydro-3H-pyrazol-3-one). Reagents/catalysts: [Pd] (palladium on charcoal). As a reaction SMILES: C([O:8][C:9]1[CH:10]=[CH:11][C:12]([CH3:44])=[C:13]([C:15]([N:17]2[CH2:22][CH2:21][CH:20]([N:23]3[C:27](=[O:28])[C:26]([CH3:30])([CH3:29])[C:25]([C:31]4[CH:32]=[C:33]([O:42][CH3:43])[C:34]5[O:38][C:37]([CH3:40])([CH3:39])[CH2:36][C:35]=5[CH:41]=4)=[N:24]3)[CH2:19][CH2:18]2)=[O:16])[CH:14]=1)C1C=CC=CC=1.C([O-])=O.[NH4+]>CO.[Pd]>[OH:8][C:9]1[CH:10]=[CH:11][C:12]([CH3:44])=[C:13]([C:15]([N:17]2[CH2:18][CH2:19][CH:20]([N:23]3[C:27](=[O:28])[C:26]([CH3:30])([CH3:29])[C:25]([C:31]4[CH:32]=[C:33]([O:42][CH3:43])[C:34]5[O:38][C:37]([CH3:39])([CH3:40])[CH2:36][C:35]=5[CH:41]=4)=[N:24]3)[CH2:21][CH2:22]2)=[O:16])[CH:14]=1 |f:1.2|. Run in CO (methanol). The reactants are C(C1=CC=CC=C1)OC=1C=CC(=C(C1)C(=O)N1CCC(CC1)N1N=C(C(C1=O)(C)C)C=1C=C(C2=C(CC(O2)(C)C)C1)OC)C (2-(1-{[5-(benzyloxy)-2-methylphenyl]carbonyl}piperidin-4-yl)-5-(7-methoxy-2,2-dimethyl-2,3-dihydro-1-benzofuran-5-yl)-4,4-dimethyl-2,4-dihydro-3H-pyrazol-3-one), C(=O)[O-].[NH4+] (ammonium formiate). Reported procedure: Under a blanket of nitrogen 0.3 g of 2-(1-{[5-(benzyloxy)-2-methylphenyl]carbonyl}piperidin-4-yl)-5-(7-methoxy-2,2-dimethyl-2,3-dihydro-1-benzofuran-5-yl)-4,4-dimethyl-2,4-dihydro-3H-pyrazol-3-one (compound described in example 88) are dissolved in 20 ml of methanol and 0.04 g palladium on charcoal (10%) and 0.32 g ammonium formiate are added. The reaction mixture is heated to reflux or 4 h until the starting material is consumed according to TLC analysis. The mixture is filtered over a plug of ... Starting materials: O (water), ice, C1=CN=C2N1C1=C(NC2=O)C=2C=CC=CC2C1 (5H,10H-imidazo-[1,2-a]indeno[1,2-e]pyrazin-4-one), [OH-].[Na+] (sodium hydroxide), BrCCBr (1,2-dibromoethane). The reagents and catalysts are [Br-].C(CCC)[N+](CCCC)(CCCC)CCCC (tetrabutylammonium bromide). Solvent: C(C)(=O)O (acetic acid), CS(=O)C (dimethyl sulphoxide), CS(=O)C (dimethyl sulphoxide). Reaction conditions: temperature 18 celsius, time 8 hour. Product: C1C=NC=2N1C1=C(NC2)C=2C=CC=CC2C1 (5H,10H-imidazo[1,2-a]indeno[1,2-e]pyrazine), 1'-cyclopropane. RXN SMILES: [CH:1]1[N:5]2[C:6]3[CH2:17][C:16]4[CH:15]=[CH:14][CH:13]=[CH:12][C:11]=4[C:7]=3[NH:8][C:9](=O)[C:4]2=[N:3][CH:2]=1.[OH-].[Na+].BrCCBr.O>[Br-].C([N+](CCCC)(CCCC)CCCC)CCC.CS(C)=O.C(O)(=O)C>[CH2:1]1[N:5]2[C:6]3[CH2:17][C:16]4[CH:15]=[CH:14][CH:13]=[CH:12][C:11]=4[C:7]=3[NH:8][CH:9]=[C:4]2[N:3]=[CH:2]1 |f:1.2,5.6|. Reported procedure: A suspension of 1.3 g of 5H,10H-imidazo-[1,2-a]indeno[1,2-e]pyrazin-4-one, 2 g of sodium hydroxide pellets and 32 mg of tetrabutylammonium bromide in 10 ml of dry dimethyl sulphoxide is stirred at a temperature in the region of 18° C. A solution of 0.4 ml of 1,2-dibromoethane in 5 ml of dimethyl sulphoxide is then added and the stirring is continued overnight at a temperature in the region of 20° C. The reaction mixture is poured into a mixture of water and ice (250 ml), acidified with 8 ml of a... RXN SMILES: [CH3:6][OH:7].[OH2:20].[OH:8][C:9](=[O:10])[c:11]1[cH:12][cH:13][n:14][c:15]([C:17]([OH:18])=[O:19])[cH:16]1.[S:1](=[O:2])(=[O:3])([OH:4])[OH:5]>>[CH3:6][O:19][C:17]([c:15]1[n:14][cH:13][cH:12][c:11]([C:9]([OH:8])=[O:10])[cH:16]1)=[O:18]. Reactants: CO, O, O=C(O)c1ccnc(C(=O)O)c1, O=S(=O)(O)O. The product is COC(=O)c1cc(C(=O)O)ccn1. Reactants: NC1=C(C=CC(=N1)NCCNC1=NC(=C(C=C1)C=1NC=CN1)C1=C(C=C(C=C1)Cl)Cl)[N+](=O)[O-] ({2-[(6-amino-5-nitro(2-pyridyl))amino]ethyl}[6-(2,4-dichlorophenyl)-5-imidazolyl(2-pyridyl)]amine), 2-(2-aminoethylamine) 5-nitropyridine, ClC1=CC=C(C(=N1)C1=CC=CC=C1)C(=O)OCC (ethyl 6-chloro-2-phenylpyridine-3-carboxylate), C(#N)C1=C(C(=O)C(=C(C1=O)Cl)Cl)C#N (DDQ), ClC1=NC=CC=C1 (chloropyridine), ClC1=C(C=CC(=C1)Cl)C(CC(=O)OCC)=O (ethyl 3-(2,4-dichlorophenyl)-3-oxopropanoate). Run in CC#N (CH3CN), C1CCOC1.C(C)O (THF ethanol). Product: ClC1=C(C=CC(=C1)Cl)C1=NC(=CC=C1C(=O)OCC)NCCNC1=NC=C(C=C1)[N+](=O)[O-] (ethyl 2-(2,4-dichlorophenyl)-6-({2-[(5-nitro(2-pyridyl))amino]ethyl}amino)pyridine-3-carboxylate). Reaction SMILES: [Cl:1][C:2]1[CH:7]=[C:6]([Cl:8])[CH:5]=[CH:4][C:3]=1[C:9](=O)[CH2:10][C:11]([O:13][CH2:14][CH3:15])=[O:12].C(C1C(=O)C(Cl)=C(Cl)C(=O)C=1C#N)#N.ClC1C=CC=CN=1.ClC1N=C(C2C=CC=CC=2)C(C(OCC)=O)=CC=1.N[C:57]1[N:62]=[C:61]([NH:63][CH2:64][CH2:65][NH:66][C:67]2[CH:72]=[CH:71]C(C3NC=CN=3)=C(C3C=CC(Cl)=CC=3Cl)[N:68]=2)[CH:60]=[CH:59][C:58]=1[N+:86]([O-:88])=[O:87]>CC#N.C1COCC1.C(O)C>[Cl:1][C:2]1[CH:7]=[C:6]([Cl:8])[CH:5]=[CH:4][C:3]=1[C:9]1[C:10]([C:11]([O:13][CH2:14][CH3:15])=[O:12])=[CH:71][CH:72]=[C:67]([NH:66][CH2:65][CH2:64][NH:63][C:61]2[CH:60]=[CH:59][C:58]([N+:86]([O-:88])=[O:87])=[CH:57][N:62]=2)[N:68]=1 |f:6.7|. Procedure: Ethyl 2-(2,4-dichlorophenyl)-6-({2-[(5-nitro(2-pyridyl))amino]ethyl}amino)-pyridine-3-carboxylate was prepared from ethyl 3-(2,4-dichlorophenyl)-3-oxopropanoate (ref Wemple, J.; et. al. Synthesis 1993, 290-292.) as the starting material and THF/ethanol ratio of 3:1 as the solvent in the first step. The oxidation uses DDQ. The final product is achieved directly from the chloropyridine by reacting ethyl 6-chloro-2-phenylpyridine-3-carboxylate with 2-(2-aminoethylamine)-5-nitropyridine in CH3CN and... Reaction conditions: temperature 180 celsius. The solvent is CN(C)C=O (DMF). RXN SMILES: [NH2:1][C:2]1[CH:7]=[CH:6][C:5](Br)=[CH:4][C:3]=1[C:9]([C:11]1[CH:16]=[CH:15][C:14]([CH2:17][CH3:18])=[CH:13][CH:12]=1)=[O:10].[Cu](C#N)[C:20]#[N:21]>CN(C=O)C>[NH2:1][C:2]1[CH:7]=[CH:6][C:5]([C:20]#[N:21])=[CH:4][C:3]=1[C:9](=[O:10])[C:11]1[CH:16]=[CH:15][C:14]([CH2:17][CH3:18])=[CH:13][CH:12]=1. Procedure: A flask charged with (2-amino-5-bromo-phenyl)-(4-ethyl-phenyl)-methanone (0.10 g, 0.32 mmol), copper cyanide (0.0347 g, 0.41 mmol), and 1 mL of DMF was heated at 180° C. for 1 hour in a microwave reactor. The title compound was eluted from a 5 g SPE with 100% DCM to give 0.07 g (81%) of a white solid. 1H NMR (400 MHz, CDCl3) δ 7.84 (d, 1H), 7.58 (d, 2H), 7.50 (dd, 1H), 7.36 (d, 2H), 6.78 (d, 1H), 6.60 (br s, 2H), 2.78 (q, 2H), 1.30 (t, 3H). This was prepared according to example 41. 1H NMR (400 ... Yields the product NC1=C(C=C(C#N)C=C1)C(C1=CC=C(C=C1)CC)=O (4-Amino-3-(4-ethyl-benzoyl)-benzonitrile). Yield: 87.4%. Reactants: NC1=C(C=C(C=C1)Br)C(=O)C1=CC=C(C=C1)CC ((2-amino-5-bromo-phenyl)-(4-ethyl-phenyl)-methanone), [Cu](C#N)C#N (copper cyanide). Starting materials: [O-]S(=O)(=S)[O-].[Na+].[Na+] (Na2S2O3), IN1C(CCC1=O)=O (N-iodo succinimide), C(C)(C)(C)OC(=O)N1C(C2=C(CC1)NC(=C2)C2=NC(=NC=C2)N)=O (2-(2-amino-pyrimidin-4-yl)-4-oxo-1,4,6,7-tetrahydro-pyrrolo[3,2-c]pyridine-5-carboxylic acid tert-butyl ester), [Al] (aluminium). The solvent is CN(C)C=O (DMF). Conditions: time 8 hour. Yields the product C(C)(C)(C)OC(=O)N1C(C2=C(CC1)NC(=C2I)C2=NC(=NC=C2)N)=O (2-(2-amino-pyrimidin-4-yl)-3-iodo-4-oxo-1,4,6,7-tetrahydro-pyrrolo[3,2-c]pyridine-5-carboxylic acid tert-butyl ester). Isolated yield 89.8%. As a reaction SMILES: [I:1]N1C(=O)CCC1=O.[C:9]([O:13][C:14]([N:16]1[CH2:21][CH2:20][C:19]2[NH:22][C:23]([C:25]3[CH:30]=[CH:29][N:28]=[C:27]([NH2:31])[N:26]=3)=[CH:24][C:18]=2[C:17]1=[O:32])=[O:15])([CH3:12])([CH3:11])[CH3:10].[Al].[O-]S([O-])(=S)=O.[Na+].[Na+]>CN(C=O)C>[C:9]([O:13][C:14]([N:16]1[CH2:21][CH2:20][C:19]2[NH:22][C:23]([C:25]3[CH:30]=[CH:29][N:28]=[C:27]([NH2:31])[N:26]=3)=[C:24]([I:1])[C:18]=2[C:17]1=[O:32])=[O:15])([CH3:12])([CH3:10])[CH3:11] |f:3.4.5|. Reported procedure: N-iodo succinimide (0.75 g, 3.34 mml) was added to a solution of 2-(2-amino-pyrimidin-4-yl)-4-oxo-1,4,6,7-tetrahydro-pyrrolo[3,2-c]pyridine-5-carboxylic acid tert-butyl ester [(1), Q=Boc] (1.0 g, 3.03 mmol) in dry DMF (15 mL) and the reaction mixture was stirred at room temperature overnight, in a flask surrounded by an aluminium sheet. After reaction completion, a solution of Na2S2O3 (10%, 0.100 ml) was added and the product was extracted with DCM (3×0.100 mL). The organic layer was dried over ... Reactants: ClC=1C=C(C=CC1)CC(=O)N (3-chloro phenyl acetamide), [N+](=O)(O)[O-] (HNO3), OS(=O)(=O)O (H2SO4), [K+].[Br-] (KBr). Solvent: ClCCl (dichloromethane). The product is ClC=1C=CC(=C(C1)CC(=O)N)[N+](=O)[O-] ((5-Chloro-2-nitrophenyl)acetamide). Isolated yield 30.0%. As a reaction SMILES: [Cl:1][C:2]1[CH:3]=[C:4]([CH2:8][C:9]([NH2:11])=[O:10])[CH:5]=[CH:6][CH:7]=1.[N+:12]([O-])([OH:14])=[O:13].OS(O)(=O)=O.[K+].[Br-]>ClCCl>[Cl:1][C:2]1[CH:7]=[CH:6][C:5]([N+:12]([O-:14])=[O:13])=[C:4]([CH2:8][C:9]([NH2:11])=[O:10])[CH:3]=1 |f:3.4|. Reported procedure: (5-Chloro-2-nitrophenyl)acetamide (35.0 g, 30%) was prepared from 3-chloro phenyl acetamide (90.0 g, 0.53 mol) (obtained in step 1 above), conc. HNO3 (100 mL), conc. H2SO4 (156 mL) and dichloromethane (250 mL), by an analogous procedure to that described in preparation 1 (step 2). mp 115-116° C.; IR (KBr) 3329, 1693, 1504 cm-1 ; 1H NMR (CDCl3) δ 2.30 (s, 3H, CH3), 7.12 (d, J=8.4 Hz, 1H), 7.28 (s, 1H), 8.20 (d, J=8.4 Hz, 1H), 10.48 (brs, 1H, NH); Mass (m/z) 214 (M+.). Reactants: N1(CCOCC1)C(=O)N1CC(CC(C1)C1=CC=C(C=C1)OC(F)(F)F)C(N)=S (1-(Morpholin-4-ylcarbonyl)-5-[4-(trifluoromethoxy)phenyl]piperidine-3-carbothioamide), BrCC(=O)C1=CC(=CC=C1)F (2-bromo-1-(3-fluorophenyl)ethanone). The product is FC=1C=C(C=CC1)C=1N=C(SC1)C1CN(CC(C1)C1=CC=C(C=C1)OC(F)(F)F)C(=O)N1CCOCC1 ({3-[4-(3-Fluorophenyl)-1,3-thiazol-2-yl]-5-[4-(trifluoromethoxy)phenyl]piperidin-1-yl}-(morpholin-4-yl)methanone). RXN SMILES: [N:1]1([C:7]([N:9]2[CH2:14][CH:13]([C:15]3[CH:20]=[CH:19][C:18]([O:21][C:22]([F:25])([F:24])[F:23])=[CH:17][CH:16]=3)[CH2:12][CH:11]([C:26](=[S:28])[NH2:27])[CH2:10]2)=[O:8])[CH2:6][CH2:5][O:4][CH2:3][CH2:2]1.Br[CH2:30][C:31]([C:33]1[CH:38]=[CH:37][CH:36]=[C:35]([F:39])[CH:34]=1)=O>>[F:39][C:35]1[CH:34]=[C:33]([C:31]2[N:27]=[C:26]([CH:11]3[CH2:12][CH:13]([C:15]4[CH:16]=[CH:17][C:18]([O:21][C:22]([F:23])([F:24])[F:25])=[CH:19][CH:20]=4)[CH2:14][N:9]([C:7]([N:1]4[CH2:6][CH2:5][O:4][CH2:3][CH2:2]4)=[O:8])[CH2:10]3)[S:28][CH:30]=2)[CH:38]=[CH:37][CH:36]=1. Procedure details: 100 mg (about 0.211 mmol) of the compound from Example 115A and 55 mg (0.253 mmol) of 2-bromo-1-(3-fluorophenyl)ethanone were reacted according to the General Method 3. Yield: 78 mg (69% of theory). Starting materials: C[Si](C)(C)CCOCN1C(=O)C(Br)(Br)c2cccnc21, C1CCOC1, [Cl-], [NH4+], [Zn]. Product: C[Si](C)(C)CCOCN1C(=O)Cc2cccnc21. As a reaction SMILES: [Br:1][C:2]1([Br:20])[C:3](=[O:19])[N:4]([CH2:11][O:12][CH2:13][CH2:14][Si:15]([CH3:16])([CH3:17])[CH3:18])[c:5]2[n:6][cH:7][cH:8][cH:9][c:10]21.[CH2:21]1[O:22][CH2:23][CH2:24][CH2:25]1.[Cl-:26].[NH4+:27].[Zn:28]>>[CH2:2]1[C:3](=[O:19])[N:4]([CH2:11][O:12][CH2:13][CH2:14][Si:15]([CH3:16])([CH3:17])[CH3:18])[c:5]2[n:6][cH:7][cH:8][cH:9][c:10]21.